This data is from the Open Reaction Database (ORD), a public repository of structured organic reaction records. The task is: describe an organic reaction: reactants, conditions, products, and yield As a reaction SMILES: [CH3:34][N:35]1[CH2:36][CH2:37][CH2:38][C:39]1=[O:40].[Cl:20][c:21]1[c:22]([F:27])[cH:23][n:24][cH:25][cH:26]1.[ClH:19].[K+:28].[K+:29].[O-:30][C:31]([O-:32])=[O:33].[c:1]1([CH2:7][O:8][c:9]2[cH:10][c:11]3[cH:12][cH:13][n:14]([NH2:18])[c:15]3[cH:16][cH:17]2)[cH:2][cH:3][cH:4][cH:5][cH:6]1>>[c:1]1([CH2:7][O:8][c:9]2[cH:10][c:11]3[cH:12][cH:13][n:14]([NH:18][c:21]4[c:22]([F:27])[cH:23][n:24][cH:25][cH:26]4)[c:15]3[cH:16][cH:17]2)[cH:2][cH:3][cH:4][cH:5][cH:6]1. Product: Fc1cnccc1Nn1ccc2cc(OCc3ccccc3)ccc21. Starting materials: CN1CCCC1=O, Fc1cnccc1Cl, Cl, [K+], [K+], O=C([O-])[O-], Nn1ccc2cc(OCc3ccccc3)ccc21. The reactants are C1CCOC1, O=C1NC(=O)c2ccccc21, c1ccc(P(c2ccccc2)c2ccccc2)cc1, OC1CCC(c2ccccn2)C1. Yields the product O=C1c2ccccc2C(=O)N1C1CCC(c2ccccn2)C1. RXN SMILES: [CH2:43]1[O:44][CH2:45][CH2:46][CH2:47]1.[O:13]=[C:14]1[NH:15][C:16](=[O:17])[c:18]2[cH:19][cH:20][cH:21][cH:22][c:23]21.[c:24]1([P:25]([c:26]2[cH:27][cH:28][cH:29][cH:30][cH:31]2)[c:32]2[cH:33][cH:34][cH:35][cH:36][cH:37]2)[cH:38][cH:39][cH:40][cH:41][cH:42]1.[n:1]1[c:2]([CH:7]2[CH2:8][CH:9]([OH:12])[CH2:10][CH2:11]2)[cH:3][cH:4][cH:5][cH:6]1>>[n:1]1[c:2]([CH:7]2[CH2:8][CH:9]([N:15]3[C:14](=[O:13])[c:23]4[c:18]([cH:19][cH:20][cH:21][cH:22]4)[C:16]3=[O:17])[CH2:10][CH2:11]2)[cH:3][cH:4][cH:5][cH:6]1. Reactants: IC1=CC(=C(C(=O)OC)C=C1)C1=C(C=CC=C1)C (Methyl 4-iodo-2-(2-methylphenyl)benzoate), C(C=C)[Sn](CCCC)(CCCC)CCCC (allyltributyl tin), CN1CCCC1=O (NMP). Reagents/catalysts: Cl[Pd]([P](C1=CC=CC=C1)(C2=CC=CC=C2)C3=CC=CC=C3)([P](C4=CC=CC=C4)(C5=CC=CC=C5)C6=CC=CC=C6)Cl (dichlorobis(triphenylphosphine)palladium). Solvent: C1(=CC=CC=C1)C (toluene), CCOC(=O)C (EtOAc). Yields the product C(C=C)C1=CC(=C(C(=O)OC)C=C1)C1=C(C=CC=C1)C (Methyl 4-(prop-2-enyl)-2-(2-methylphenyl)benzoate). Isolated yield 74.0%. As a reaction SMILES: I[C:2]1[CH:11]=[CH:10][C:5]([C:6]([O:8][CH3:9])=[O:7])=[C:4]([C:12]2[CH:17]=[CH:16][CH:15]=[CH:14][C:13]=2[CH3:18])[CH:3]=1.[CH2:19]([Sn](CCCC)(CCCC)CCCC)[CH:20]=[CH2:21].CN1C(=O)CCC1>C1(C)C=CC=CC=1.CCOC(C)=O.Cl[Pd](Cl)([P](C1C=CC=CC=1)(C1C=CC=CC=1)C1C=CC=CC=1)[P](C1C=CC=CC=1)(C1C=CC=CC=1)C1C=CC=CC=1>[CH2:21]([C:2]1[CH:11]=[CH:10][C:5]([C:6]([O:8][CH3:9])=[O:7])=[C:4]([C:12]2[CH:17]=[CH:16][CH:15]=[CH:14][C:13]=2[CH3:18])[CH:3]=1)[CH:20]=[CH2:19] |^1:57,76|. Reported procedure: Methyl 4-iodo-2-(2-methylphenyl)benzoate (10.0 g, 28.4 mmol), allyltributyl tin (11.3 g, 34.1 mmol), and dichlorobis(triphenylphosphine)palladium (II) (1.0 g, 1.42 mmol) were combined in 50 mL toluene and 20 mL NMP and heated at 125° C. for 18 hours. The reaction was diluted with EtOAc, washed with water and brine, dried over Na2SO4, and chromatographed (5% EtOAc in hexanes) to provide the title compound in 74 % yield. MS m/e 284 (M+NH4)+. The reactants are CC(C)(C)OC(=O)N1CCCC1C(=O)O, CCOCC, CCOC(C)=O, O=C(Cl)C(=O)Cl, Nc1ccc(Br)cc1Cl, c1ccncc1. The product is CC(C)(C)OC(=O)N1CCCC1C(=O)Nc1ccc(Br)cc1Cl. RXN SMILES: [C:1]([CH3:2])([CH3:3])([CH3:4])[O:5][C:6](=[O:7])[N:8]1[CH:9]([C:13](=[O:14])[OH:15])[CH2:10][CH2:11][CH2:12]1.[CH3:37][CH2:38][O:39][CH2:40][CH3:41].[CH3:42][CH2:43][O:44][C:45]([CH3:46])=[O:47].[Cl:22][C:23]([C:24]([Cl:25])=[O:26])=[O:27].[Cl:28][c:29]1[c:30]([NH2:31])[cH:32][cH:33][c:34]([Br:36])[cH:35]1.[cH:16]1[cH:17][cH:18][n:19][cH:20][cH:21]1>>[C:1]([CH3:2])([CH3:3])([CH3:4])[O:5][C:6](=[O:7])[N:8]1[CH:9]([C:13](=[O:15])[NH:31][c:30]2[c:29]([Cl:28])[cH:35][c:34]([Br:36])[cH:33][cH:32]2)[CH2:10][CH2:11][CH2:12]1. The reactants are ClC1=C(C=C(C=C1)C1(C(=C(CC(C1)C(=O)OC)C(=O)OC)O)C)C(F)(F)F (dimethyl 5-(4-chloro-3-(trifluoromethyl)phenyl)-4-hydroxy-5-methylcyclohex-3-ene-1,3-dicarboxylate), [Cl-].[Na+] (sodium chloride), O (water). Solvent: CS(=O)C (DMSO). Conditions: temperature 155 celsius. Product: ClC1=C(C=C(C=C1)C1(CC(CCC1=O)C(=O)OC)C)C(F)(F)F (methyl (1SR,3RS)-3-(4-chloro-3-(trifluoro-methyl)phenyl)-3-methyl-4-oxocyclohexanecarboxylate). Yield: 45.2%. RXN SMILES: [Cl:1][C:2]1[CH:7]=[CH:6][C:5]([C:8]2([CH3:23])[CH2:13][CH:12]([C:14]([O:16][CH3:17])=[O:15])[CH2:11][C:10](C(OC)=O)=[C:9]2[OH:22])=[CH:4][C:3]=1[C:24]([F:27])([F:26])[F:25].[Cl-].[Na+].O>CS(C)=O>[Cl:1][C:2]1[CH:7]=[CH:6][C:5]([C:8]2([CH3:23])[C:9](=[O:22])[CH2:10][CH2:11][CH:12]([C:14]([O:16][CH3:17])=[O:15])[CH2:13]2)=[CH:4][C:3]=1[C:24]([F:25])([F:26])[F:27] |f:1.2|. Procedure details: A solution of dimethyl 5-(4-chloro-3-(trifluoromethyl)phenyl)-4-hydroxy-5-methylcyclohex-3-ene-1,3-dicarboxylate (mixture of diastereomers, 485 mg, 1.192 mmol) in DMSO (5 mL) was treated with sodium chloride (139 mg, 2.385 mmol) and water (0.107 mL, 5.96 mmol). The resulting mixture was bubbled with nitrogen for 15 min, and then heated under nitrogen on an oil bath at 150-160° C. for 4.5 h. After this time, the mixture was cooled to rt, diluted with water and then extracted three times with ethy... Reactants: O=C([O-])[O-], COc1cc(C=O)cc(I)c1O, [K+], [K+], CN(C)C=O, O. Yields the product COc1cc(C=O)cc(I)c1OC. Reaction SMILES: [C:13](=[O:14])([O-:15])[O-:16].[I:1][c:2]1[c:3]([OH:12])[c:4]([O:10][CH3:11])[cH:5][c:6]([CH:7]=[O:8])[cH:9]1.[K+:17].[K+:18].[O:20]=[CH:21][N:22]([CH3:23])[CH3:24].[OH2:19]>>[I:1][c:2]1[c:3]([O:12][CH3:13])[c:4]([O:10][CH3:11])[cH:5][c:6]([CH:7]=[O:8])[cH:9]1.